This data is from the Open Reaction Database (ORD), a public repository of structured organic reaction records. The task is: describe an organic reaction: reactants, conditions, products, and yield The reactants are CCOC(=O)c1ccc(CP(=O)(OCC)OCC)cc1, C1CCOC1, C[Si](C)(C)[N-][Si](C)(C)C, CCCCCC1(C=O)CC2=C(C1)C(C)(C)CCC2(C)C, CCCCCC, [Cl-], [Li+], [NH4+]. Product: CCCCCC1(C=Cc2ccc(C(=O)OCC)cc2)CC2=C(C1)C(C)(C)CCC2(C)C. RXN SMILES: [CH2:1]([CH3:2])[O:3][C:4]([c:5]1[cH:6][cH:7][c:8]([CH2:11][P:12]([O:13][CH2:14][CH3:15])([O:16][CH2:17][CH3:18])=[O:19])[cH:9][cH:10]1)=[O:20].[CH2:53]1[O:54][CH2:55][CH2:56][CH2:57]1.[CH3:21][Si:22]([N-:23][Si:24]([CH3:25])([CH3:26])[CH3:27])([CH3:28])[CH3:29].[CH3:31][C:32]1([CH3:50])[C:33]2=[C:37]([CH2:36][C:35]([CH:43]=[O:44])([CH2:45][CH2:46][CH2:47][CH2:48][CH3:49])[CH2:34]2)[C:38]([CH3:41])([CH3:42])[CH2:39][CH2:40]1.[CH3:58][CH2:59][CH2:60][CH2:61][CH2:62][CH3:63].[Cl-:51].[Li+:30].[NH4+:52]>>[CH2:1]([CH3:2])[O:3][C:4]([c:5]1[cH:6][cH:7][c:8]([CH:11]=[CH:43][C:35]2([CH2:45][CH2:46][CH2:47][CH2:48][CH3:49])[CH2:34][C:33]3=[C:37]([CH2:36]2)[C:38]([CH3:41])([CH3:42])[CH2:39][CH2:40][C:32]3([CH3:31])[CH3:50])[cH:9][cH:10]1)=[O:20]. The reactants are ice water, solution, C1(CC1)[Mg]Br (cyclopropylmagnesium bromide), mixture, ClC=1C=C2CCC(C2=CC1)=O (5-chloro-2,3-dihydro-1H-inden-1-one), ClC1=CC=C2CCC(C2=C1)=O (6-chloro-2,3-dihydro-1H-inden-1-one). Solvent: O1CCCC1 (tetrahydrofuran), C(C)OCC (diethyl ether). Conditions: time 8 hour. Product: ClC1=CC=C2CCC(C2=C1)(O)C1CC1 (6-Chloro-1-cyclopropyl-2,3-dihydro-1H-inden-1-ol). RXN SMILES: [CH:1]1([Mg]Br)[CH2:3][CH2:2]1.ClC1C=C2C(=CC=1)C(=O)CC2.[Cl:17][C:18]1[CH:26]=[C:25]2[C:21]([CH2:22][CH2:23][C:24]2=[O:27])=[CH:20][CH:19]=1>O1CCCC1.C(OCC)C>[Cl:17][C:18]1[CH:26]=[C:25]2[C:21]([CH2:22][CH2:23][C:24]2([CH:1]2[CH2:3][CH2:2]2)[OH:27])=[CH:20][CH:19]=1. Procedure details: 45 ml (22.5 mmol) of a 0.5N solution of cyclopropylmagnesium bromide in tetrahydrofuran were added to 2.50 g (15.0 mmol) of a mixture of 5-chloro-2,3-dihydro-1H-inden-1-one and 6-chloro-2,3-dihydro-1H-inden-1-one in 56 ml of diethyl ether at RT, and the mixture was stirred at RT overnight. The reaction mixture was added to ice-water, the phases were separated, the aqueous phase was extracted with dichloromethane, and the combined organic phases were dried over magnesium sulfate, filtered and con... Starting materials: C1(CCCC1)C[C@@H](C(=O)F)CN(OCC1=CC=CC=C1)C=O ((2R)-3-Cyclopentyl-2-({formyl[(phenylmethyl)oxy]amino}methyl)propanoyl fluoride), C(C1=CC=CC=C1)OC(=O)N1NC(CC1)C(=O)O (1-(benzyloxy carbonyl)pyrazolidine-3-carboxylic acid), CCN(C(C)C)C(C)C (Hunig's base). Solvent: CN(C)C=O (DMF), CN(C)C=O (DMF), C(C)(=O)OCC (ethyl acetate). Reaction conditions: temperature 25 celsius, time 5 hour. Product: C1(CCCC1)C[C@@H](C(=O)N1N(CC[C@H]1C(=O)O)C(=O)OCC1=CC=CC=C1)CN(OCC1=CC=CC=C1)C=O ((3S)-2-[(2R)-3-cyclopentyl-2-({formyl[(phenylmethyl)oxy]amino}methyl)propanoyl]-1-{[(phenylmethyl)oxy]carbonyl}-3-pyrazolidinecarboxylic acid). Isolated yield 14.2%. As a reaction SMILES: [CH:1]1([CH2:6][C@H:7]([CH2:11][N:12]([CH:21]=[O:22])[O:13][CH2:14][C:15]2[CH:20]=[CH:19][CH:18]=[CH:17][CH:16]=2)[C:8](F)=[O:9])[CH2:5][CH2:4][CH2:3][CH2:2]1.[CH2:23]([O:30][C:31]([N:33]1[CH2:37][CH2:36][CH:35]([C:38]([OH:40])=[O:39])[NH:34]1)=[O:32])[C:24]1[CH:29]=[CH:28][CH:27]=[CH:26][CH:25]=1.CCN(C(C)C)C(C)C>CN(C=O)C.C(OCC)(=O)C>[CH:1]1([CH2:6][C@H:7]([CH2:11][N:12]([CH:21]=[O:22])[O:13][CH2:14][C:15]2[CH:20]=[CH:19][CH:18]=[CH:17][CH:16]=2)[C:8]([N:34]2[C@H:35]([C:38]([OH:40])=[O:39])[CH2:36][CH2:37][N:33]2[C:31]([O:30][CH2:23][C:24]2[CH:29]=[CH:28][CH:27]=[CH:26][CH:25]=2)=[O:32])=[O:9])[CH2:5][CH2:4][CH2:3][CH2:2]1. Reported procedure: (2R)-3-Cyclopentyl-2-({formyl[(phenylmethyl)oxy]amino}methyl)propanoyl fluoride (11.37 g, 37 mmol) in 50 mL of DMF was added into the solution of 1-(benzyloxy carbonyl)pyrazolidine-3-carboxylic acid (12.04 g, 48.1 mmol) and Hunig's base (25.8 ml, 148 mmol) in 70 ml of DMF. The reaction was stirred at 25° C. for 5 hrs. The reaction was diluted with ethyl acetate, and the resulting solution was washed with aqueous NH4Cl (2×200 ml). The aqueous solution was extracted with ethyl acetate (5×100 ml). ... Reactants: C(CCCCCCCCC)NC(=S)NCCCCCCCCCC (N,N'-didecylthiourea), C(#CC(=O)O)C(=O)O (acetylenedicarboxylic acid). The product is C(CCCCCCCCC)N1C(SC(C1=O)=CC(=O)O)=NCCCCCCCCCC ([3-Decyl-2-(decylimino)-4-oxo-5-thiazolidinylidene]acetic acid). The yield is 93.1%. As a reaction SMILES: [CH2:1]([NH:11][C:12]([NH:14][CH2:15][CH2:16][CH2:17][CH2:18][CH2:19][CH2:20][CH2:21][CH2:22][CH2:23][CH3:24])=[S:13])[CH2:2][CH2:3][CH2:4][CH2:5][CH2:6][CH2:7][CH2:8][CH2:9][CH3:10].[C:25]([C:30](O)=[O:31])#[C:26][C:27]([OH:29])=[O:28]>>[CH2:15]([N:14]1[C:30](=[O:31])[C:25](=[CH:26][C:27]([OH:29])=[O:28])[S:13][C:12]1=[N:11][CH2:1][CH2:2][CH2:3][CH2:4][CH2:5][CH2:6][CH2:7][CH2:8][CH2:9][CH3:10])[CH2:16][CH2:17][CH2:18][CH2:19][CH2:20][CH2:21][CH2:22][CH2:23][CH3:24]. Procedure details: Prepared by the method described in Example 16 from N,N'-didecylthiourea (15.0 g, 42 mmoles) and acetylenedicarboxylic acid (5.0 g, 42 mmoles). Recrystallization from hexane gave the product (17.7 g), mp 68°-69° C. Reactants: ClC1=C(C=O)C=CC=C1C (2-chloro-3-methylbenzaldehyde), NC1=NNC=C1 (3-aminopyrazole), O=C(CC(=O)OCC)CCC (ethyl 3-ketohexanoate). The product is ClC1=C(C=CC=C1C)C1C=2C(NC(=C1C(=O)OCC)CCC)=NNC2 (Ethyl 4-(2-chloro-3-methylphenyl)-4,7-dihydro-6-propyl-2H-pyrazolo[3,4-b]pyridine-5-carboxylate). Reaction SMILES: [Cl:1][C:2]1[C:9]([CH3:10])=[CH:8][CH:7]=[CH:6][C:3]=1[CH:4]=O.[NH2:11][C:12]1[CH:16]=[CH:15][NH:14][N:13]=1.O=[C:18]([CH2:25][CH2:26][CH3:27])[CH2:19][C:20]([O:22][CH2:23][CH3:24])=[O:21]>>[Cl:1][C:2]1[C:9]([CH3:10])=[CH:8][CH:7]=[CH:6][C:3]=1[CH:4]1[C:19]([C:20]([O:22][CH2:23][CH3:24])=[O:21])=[C:18]([CH2:25][CH2:26][CH3:27])[NH:11][C:12]2=[N:13][NH:14][CH:15]=[C:16]12. Reported procedure: A suspension of 2-chloro-m-xylene (15 ml), N-bromosuccinimide (23.3 g) and benzoyl peroxide (200 mg) in carbon tetrachloride (150 ml) was heated under reflux for 6 hours. The insoluble material was filtered off and the filtrate was concentrated under reduced pressure. The obtained residue was purified by silica gel column chromatography (eluent:hexane) to give 2-bromomethyl-1-chloro-6-methylbenzene (16.0 g) as a colorless oil. 2-Bromomethyl-1-chloro-6-methylbenzene (25.4 g) and hexamethylenetetr... Reactants: BrC1=C(C=C(C=C1)S(=O)(=O)Cl)F (4-Bromo-3-fluoro-benzenesulfonyl chloride), CNC (dimethylamine). Yield: 89.0%. Procedure: According to general procedure A, 4-Bromo-3-fluoro-benzenesulfonyl chloride (0.40 g, 1.46 mmol) and dimethylamine (10 mL, 33% in ethanol) were stirred together for 16 hours. 4-bromo-3-fluoro-N,N-dimethylbenzenesulfonamide (0.36 g, 89%) was provided after purification. HRMS: calcd for C8H9BrFNO2S, 280.95214; found (EI, M+.), 280.9516. HPLC purity 98.9% at 210-370 nm, 9.6 min.; the Xterra® RP18 column, 3.5μ, 150×4.6 mm column, 1.2 mL/min., 85/15-5/95 (ammonium formate buffer pH=3.5/ACN+MeOH) for 1... The product is BrC1=C(C=C(C=C1)S(=O)(=O)N(C)C)F (4-bromo-3-fluoro-N,N-dimethylbenzenesulfonamide). Reaction conditions: time 16 hour. Reaction SMILES: [Br:1][C:2]1[CH:7]=[CH:6][C:5]([S:8](Cl)(=[O:10])=[O:9])=[CH:4][C:3]=1[F:12].[CH3:13][NH:14][CH3:15]>>[Br:1][C:2]1[CH:7]=[CH:6][C:5]([S:8]([N:14]([CH3:15])[CH3:13])(=[O:10])=[O:9])=[CH:4][C:3]=1[F:12]. The reactants are BrC1=CC=CC(=N1)C(C#N)(C)C (2-(6-bromopyridin-2-yl)-2-methylpropanenitrile), [OH-].[NH4+] (ammonium hydroxide), solution, C(=O)([O-])[O-].[K+].[K+] (K2CO3), CN(CCN)C (N,N-dimethylethylenediamine). Reagents/catalysts: [Cu-]=O (copper (I) oxide). Solvent: C(CO)O (ethyleneglycol). Run at temperature 60 celsius, time 6 hour. The product is NC1=CC=CC(=N1)C(C#N)(C)C (2-(6-aminopyridin-2-yl)-2-methylpropanenitrile). Yield: 894.2%. As a reaction SMILES: Br[C:2]1[N:7]=[C:6]([C:8]([CH3:12])([CH3:11])[C:9]#[N:10])[CH:5]=[CH:4][CH:3]=1.[OH-].[NH4+].C([O-])([O-])=O.[K+].[K+].C[N:22](C)CCN>[Cu-]=O.C(O)CO>[NH2:22][C:2]1[N:7]=[C:6]([C:8]([CH3:12])([CH3:11])[C:9]#[N:10])[CH:5]=[CH:4][CH:3]=1 |f:1.2,3.4.5|. Procedure: A heavy walled resealable tube was loaded, under an argon atmosphere, with copper (I) oxide (159 mg, 1.11 mmol), 2-(6-bromopyridin-2-yl)-2-methylpropanenitrile (5000 mg, 22.2 mmol), ammonium hydroxide 28% solution (26.9 mL, 444 mmol), K2CO3 (614 mg, 4.44 mmol), N,N-dimethylethylenediamine (196 mg, 244 μA, 2.22 mmol) and ethyleneglycol (44.4 mL). The reaction was heated to 60° C. with stirring for 6 h. After cooling down, the reaction mixture was extracted with dichloromethane (3×25 mL), combined... Reactants: BrC1=C(C=O)C=CC=C1 (2-bromobenzaldehyde), CC(C)([O-])C.[K+] (potassium t-butoxide), BrC(C(=O)OCC)C (ethyl 2-bromopropionate). Product: BrC1=C(C=CC=C1)C1C(O1)(CC(=O)OCC)C (ethyl 3-(2-bromophenyl)-2-methyloxiraneacetate). Yield: 69.0%. Reaction SMILES: [Br:1][C:2]1[CH:9]=[CH:8][CH:7]=[CH:6][C:3]=1[CH:4]=[O:5].[CH3:10]C(C)([O-])C.[K+].Br[CH:17]([CH3:23])[C:18]([O:20][CH2:21][CH3:22])=[O:19]>>[Br:1][C:2]1[CH:9]=[CH:8][CH:7]=[CH:6][C:3]=1[CH:4]1[O:5][C:23]1([CH3:10])[CH2:17][C:18]([O:20][CH2:21][CH3:22])=[O:19] |f:1.2|. Procedure: A 50 g (0.27 mole) sample of 2-bromobenzaldehyde was added to 33.3 g of dry potassium t-butoxide under N2 at -78°. A 48.9 g (0.27 mole) sample of ethyl 2-bromopropionate was added slowly with stirring. The mixture was allowed to warm to room temperature and stir for 18 hr. The mixture was partitioned between ether and dilute HCl. The ether was washed with brine, dried (MgSO4) and the solvent evaporated in vacuo. The residue was distilled under vacuum to give 53.2 g (69% yield) of ethyl 3-(2-brom... The reactants are FC1=C(C(=CC=C1N)F)NC1=NC=CC=C1C1=C2N=CN(C2=NC=N1)C1OCCCC1 (2,6-difluoro-N1-(3-(9-(tetrahydro-2H-pyran-2-yl)-9H-purin-6-yl)pyridin-2-yl)benzene-1,3-diamine), O1C=CC2=C1C(=CC=C2)S(=O)(=O)Cl (benzofuran-7-sulfonyl chloride), N1=CC=CC=C1 (pyridine). The solvent is ClCCl (dichloromethane). Conditions: temperature 50 celsius, time 2 hour. Yields the product FC1=C(C=CC(=C1NC1=NC=CC=C1C1=C2N=CN(C2=NC=N1)C1OCCCC1)F)NS(=O)(=O)C1=CC=CC=2C=COC21 (N-(2,4-difluoro-3-(3-(9-(tetrahydro-2H-pyran-2-yl)-9H-purin-6-yl)pyridin-2-ylamino)phenyl)benzofuran-7-sulfonamide). Reaction SMILES: [F:1][C:2]1[C:7]([NH2:8])=[CH:6][CH:5]=[C:4]([F:9])[C:3]=1[NH:10][C:11]1[C:16]([C:17]2[N:25]=[CH:24][N:23]=[C:22]3[C:18]=2[N:19]=[CH:20][N:21]3[CH:26]2[CH2:31][CH2:30][CH2:29][CH2:28][O:27]2)=[CH:15][CH:14]=[CH:13][N:12]=1.[O:32]1[C:36]2[C:37]([S:41](Cl)(=[O:43])=[O:42])=[CH:38][CH:39]=[CH:40][C:35]=2[CH:34]=[CH:33]1.N1C=CC=CC=1>ClCCl>[F:1][C:2]1[C:3]([NH:10][C:11]2[C:16]([C:17]3[N:25]=[CH:24][N:23]=[C:22]4[C:18]=3[N:19]=[CH:20][N:21]4[CH:26]3[CH2:31][CH2:30][CH2:29][CH2:28][O:27]3)=[CH:15][CH:14]=[CH:13][N:12]=2)=[C:4]([F:9])[CH:5]=[CH:6][C:7]=1[NH:8][S:41]([C:37]1[C:36]2[O:32][CH:33]=[CH:34][C:35]=2[CH:40]=[CH:39][CH:38]=1)(=[O:42])=[O:43]. Procedure: The 2,6-difluoro-N1-(3-(9-(tetrahydro-2H-pyran-2-yl)-9H-purin-6-yl)pyridin-2-yl)benzene-1,3-diamine (20 mg, 0.047 mmol) prepared at Step 9 was added and dissolved into dichloromethane solvent. benzofuran-7-sulfonyl chloride (15 mg, 0.07 mmol) and pyridine (8 uL, 0.094 mmol) were added into the reaction solution and stirred at 50° C. for 2 hours. After the reaction, the reactant was washed with 1N aqueous hydrochloric acid solution and salt water. After extraction with dichloromethane, the organi...